From a dataset of the Open Reaction Database (ORD), a public repository of structured organic reaction records. describe an organic reaction: reactants, conditions, products, and yield Starting materials: C(C)OC(CC1(CNC(C1)=O)C1=CC(=C(C=C1)OC)OC)=O ((3-(3,4-dimethoxyphenyl)-5-oxopyrrolidin-3-yl)acetic acid ethyl ester), [H-].[Al+3].[Li+].[H-].[H-].[H-] (lithium aluminum hydride), [OH-].[Na+] (sodium hydroxide), O (water), O (water). Solvent: O1CCCC1 (tetrahydrofuran), O1CCCC1 (tetrahydrofuran). Run at temperature 10 celsius, time 18 hour. Product: COC=1C=C(C=CC1OC)C1(CNCC1)CCO (3-(3,4-dimethoxyphenyl)-3-(2-hydroxyethyl)pyrrolidine). RXN SMILES: [H-].[Al+3].[Li+].[H-].[H-].[H-].C([O:9][C:10](=O)[CH2:11][C:12]1([C:18]2[CH:23]=[CH:22][C:21]([O:24][CH3:25])=[C:20]([O:26][CH3:27])[CH:19]=2)[CH2:16][C:15](=O)[NH:14][CH2:13]1)C.O.[OH-].[Na+]>O1CCCC1>[CH3:27][O:26][C:20]1[CH:19]=[C:18]([C:12]2([CH2:11][CH2:10][OH:9])[CH2:16][CH2:15][NH:14][CH2:13]2)[CH:23]=[CH:22][C:21]=1[O:24][CH3:25] |f:0.1.2.3.4.5,8.9|. Reported procedure: Combine lithium aluminum hydride (0.99 g, 26.0 mmol) and anhydrous tetrahydrofuran (20 mL). Slowly, add (3-(3,4-dimethoxyphenyl)-5-oxopyrrolidin-3-yl)acetic acid ethyl ester (2.0 g, 6.5 mmol) as a solution in anhydrous tetrahydrofuran (40 mL). After the addition is complete, heat to reflux. After 18 hours, cool in an ice-bath. Add water (1 mL) dropwise at such a rate that the temperature of the reaction mixture does not rise above 20° C. Cool to 10° C., add 15% sodium hydroxide solution (1.0 mL)... Reactants: NC1=CC(=C(C=C1)OC)Br (4-amino-2-bromoanisole), O.O.[Sn](Cl)Cl (tin (II) chloride dihydrate), [OH-].[Na+] (sodium hydroxide), N(=O)[O-].[Na+] (sodium nitrite). Solvent: Cl (hydrochloric acid), Cl (hydrochloric acid), O (water). Run at temperature 0 celsius, time 30 minute. The product is BrC=1C=C(C=CC1OC)NN (3-Bromo-4-methoxyphenylhydrazine). RXN SMILES: [N:1]([O-])=O.[Na+].[NH2:5][C:6]1[CH:11]=[CH:10][C:9]([O:12][CH3:13])=[C:8]([Br:14])[CH:7]=1.O.O.[Sn](Cl)Cl.[OH-].[Na+]>O.Cl>[Br:14][C:8]1[CH:7]=[C:6]([NH:5][NH2:1])[CH:11]=[CH:10][C:9]=1[O:12][CH3:13] |f:0.1,3.4.5,6.7|. Procedure: A solution of sodium nitrite (3.16 g, 45.8 mmol) in water (30 ml) was added dropwise over 30 minutes to a stirred, cooled (-5° C.) suspension of 4-amino-2-bromoanisole (Description 7a) (7.31 g, 36.2 mmol) in concentrated hydrochloric acid (50 ml), maintaining the temperature below 0° C. The mixture was stirred at ca. 0° C. for 30 minutes then added portionwise to a suspension of tin (II) chloride dihydrate (36.87 g, 163 mmol) in concentrated hydrochloric acid (50 ml) at -10° C. The resulting thi...